Dataset: the Open Reaction Database (ORD), a public repository of structured organic reaction records. Task: describe an organic reaction: reactants, conditions, products, and yield Procedure: To a solution of N-hydroxy-1-(1-methyl-1H-imidazol-5-yl)-1-phenylmethanimine (3.90 g, 19.4 mmol) and 2-[6-(bromomethyl)pyridin-2-yl]-1H-isoindole-1,3(2H)-dione (6.79 g, 21.4 mmol) in acetonitrile (50 mL) were added cesium carbonate (13.3 g, 40.7 mmol) and potassium iodide (322 mg, 1.93 mmol). After stirring at room temperature for 29 h, the reaction mixture was filtered, the insolubles washed with acetone and diisopropylether, and the filtrate concentrated in vacuo. Purification on silica gel af... Reaction conditions: time 29 hour. The reactants are ON=C(C1=CC=CC=C1)C1=CN=CN1C (N-hydroxy-1-(1-methyl-1H-imidazol-5-yl)-1-phenylmethanimine), BrCC1=CC=CC(=N1)N1C(C2=CC=CC=C2C1=O)=O (2-[6-(bromomethyl)pyridin-2-yl]-1H-isoindole-1,3(2H)-dione), C([O-])([O-])=O.[Cs+].[Cs+] (cesium carbonate), [I-].[K+] (potassium iodide). The solvent is C(C)#N (acetonitrile). Yields the product CN1C=NC=C1C(C1=CC=CC=C1)=NOCC1=CC=CC(=N1)N1C(C2=CC=CC=C2C1=O)=O (2-{6-[({[(1-methyl-1H-imidazol-5-yl)(phenyl)methylene]amino}oxy)methyl]pyridin-2-yl}-1H-isoindole-1,3(2H)-dione). Reaction SMILES: [OH:1][N:2]=[C:3]([C:10]1[N:14]([CH3:15])[CH:13]=[N:12][CH:11]=1)[C:4]1[CH:9]=[CH:8][CH:7]=[CH:6][CH:5]=1.Br[CH2:17][C:18]1[N:23]=[C:22]([N:24]2[C:32](=[O:33])[C:31]3[C:26](=[CH:27][CH:28]=[CH:29][CH:30]=3)[C:25]2=[O:34])[CH:21]=[CH:20][CH:19]=1.C(=O)([O-])[O-].[Cs+].[Cs+].[I-].[K+]>C(#N)C>[CH3:15][N:14]1[C:10]([C:3](=[N:2][O:1][CH2:17][C:18]2[N:23]=[C:22]([N:24]3[C:25](=[O:34])[C:26]4[C:31](=[CH:30][CH:29]=[CH:28][CH:27]=4)[C:32]3=[O:33])[CH:21]=[CH:20][CH:19]=2)[C:4]2[CH:5]=[CH:6][CH:7]=[CH:8][CH:9]=2)=[CH:11][N:12]=[CH:13]1 |f:2.3.4,5.6|. The yield is 22.2%. Reactants: P(=O)(O)(O)[O-].[Na+] (sodium dihydrogen phosphate), C(O)([O-])=O.[Na+] (sodium hydrogen carbonate), O(C1=CC=CC=C1)C=1C2=C(N=CN1)C=C(N2)C=O (4-Phenoxy-5H-pyrrolo[3,2-d]pyrimidine-6-carbaldehyde), Cl(=O)[O-].[Na+] (sodium chlorite), Cl (hydrochloric acid). Run in O (water), CS(=O)C (dimethyl sulfoxide), O (water). Reaction conditions: time 2 hour. Product: O(C1=CC=CC=C1)C=1C2=C(N=CN1)C=C(N2)C(=O)O (4-phenoxy-5H-pyrrolo[3,2-d]pyrimidine-6-carboxylic acid). Isolated yield 103.7%. As a reaction SMILES: [O:1]([C:8]1[C:9]2[NH:16][C:15]([CH:17]=[O:18])=[CH:14][C:10]=2[N:11]=[CH:12][N:13]=1)[C:2]1[CH:7]=[CH:6][CH:5]=[CH:4][CH:3]=1.P([O-])(O)(O)=[O:20].[Na+].Cl([O-])=O.[Na+].C(=O)([O-])O.[Na+].Cl>CS(C)=O.O>[O:1]([C:8]1[C:9]2[NH:16][C:15]([C:17]([OH:20])=[O:18])=[CH:14][C:10]=2[N:11]=[CH:12][N:13]=1)[C:2]1[CH:7]=[CH:6][CH:5]=[CH:4][CH:3]=1 |f:1.2,3.4,5.6|. Procedure details: 4-Phenoxy-5H-pyrrolo[3,2-d]pyrimidine-6-carbaldehyde (2.17 g) was dissolved in dimethyl sulfoxide (21 mL) and a solution of sodium dihydrogen phosphate (5.45 g) in water (14 mL) was added. A solution of sodium chlorite (2.06 g) in water (14 mL) was added dropwise to this solution, and the mixture was stirred for 2 hrs. Saturated aqueous sodium hydrogen carbonate solution was gradually added to the reaction mixture, and the pH of the solution was adjusted to 2-3 with 1N hydrochloric acid. The res... Starting materials: ClCCCl, CN(C)c1ccncc1, CCOC(C)=O, COc1cc(CC(=O)O)ccc1NC(=O)Nc1ccccc1Cl, Cl, COC(=O)c1ccc(OCC2CC(F)(F)CN2)cc1, CN(C)C=O, On1nnc2ccccc21. The product is COC(=O)c1ccc(OCC2CC(F)(F)CN2C(=O)Cc2ccc(NC(=O)Nc3ccccc3Cl)c(OC)c2)cc1. Reaction SMILES: [CH2:43]([Cl:44])[CH2:45][Cl:46].[CH3:58][N:59]([c:60]1[cH:61][cH:62][n:63][cH:64][cH:65]1)[CH3:66].[CH3:67][CH2:68][O:69][C:70]([CH3:71])=[O:72].[Cl:20][c:21]1[c:22]([NH:27][C:28]([NH:29][c:30]2[c:31]([O:40][CH3:41])[cH:32][c:33]([CH2:36][C:37](=[O:38])[OH:39])[cH:34][cH:35]2)=[O:42])[cH:23][cH:24][cH:25][cH:26]1.[ClH:47].[F:1][C:2]1([F:19])[CH2:3][CH:4]([CH2:7][O:8][c:9]2[cH:10][cH:11][c:12]([C:13](=[O:14])[O:15][CH3:16])[cH:17][cH:18]2)[NH:5][CH2:6]1.[O:73]=[CH:74][N:75]([CH3:76])[CH3:77].[OH:48][n:49]1[c:50]2[c:51]([cH:52][cH:53][cH:54][cH:55]2)[n:56][n:57]1>>[F:1][C:2]1([F:19])[CH2:3][CH:4]([CH2:7][O:8][c:9]2[cH:10][cH:11][c:12]([C:13](=[O:14])[O:15][CH3:16])[cH:17][cH:18]2)[N:5]([C:37]([CH2:36][c:33]2[cH:32][c:31]([O:40][CH3:41])[c:30]([NH:29][C:28]([NH:27][c:22]3[c:21]([Cl:20])[cH:26][cH:25][cH:24][cH:23]3)=[O:42])[cH:35][cH:34]2)=[O:38])[CH2:6]1. Product: C(#N)C1=CC=C(C=C1)OCC1=NC2=CC(=CC=C2C(=C1)C)N(CC(=O)OCC)S(=O)(=O)C=1C=CC=C2C=CC=NC12 (2-[(4-cyanophenyl)-oxymethyl]-4-methyl-7-[N-(ethoxycarbonylmethyl)-quinoline-8-sulphonylamino)-quinoline). Procedure: Prepared analogously to Example 1d from 2-[(4-cyanophenyl)-oxymethyl]-4-methyl-7-(quinoline-8-sulphonylamino)-quinoline and bromoethyl acetate. Reaction SMILES: [C:1]([C:3]1[CH:8]=[CH:7][C:6]([O:9][CH2:10][C:11]2[CH:20]=[C:19]([CH3:21])[C:18]3[C:13](=[CH:14][C:15]([NH:22][S:23]([C:26]4[CH:27]=[CH:28][CH:29]=[C:30]5[C:35]=4[N:34]=[CH:33][CH:32]=[CH:31]5)(=[O:25])=[O:24])=[CH:16][CH:17]=3)[N:12]=2)=[CH:5][CH:4]=1)#[N:2].[C:36]([O:39][CH2:40][CH2:41]Br)(=[O:38])[CH3:37]>>[C:1]([C:3]1[CH:8]=[CH:7][C:6]([O:9][CH2:10][C:11]2[CH:20]=[C:19]([CH3:21])[C:18]3[C:13](=[CH:14][C:15]([N:22]([S:23]([C:26]4[CH:27]=[CH:28][CH:29]=[C:30]5[C:35]=4[N:34]=[CH:33][CH:32]=[CH:31]5)(=[O:25])=[O:24])[CH2:37][C:36]([O:39][CH2:40][CH3:41])=[O:38])=[CH:16][CH:17]=3)[N:12]=2)=[CH:5][CH:4]=1)#[N:2]. Reactants: C(#N)C1=CC=C(C=C1)OCC1=NC2=CC(=CC=C2C(=C1)C)NS(=O)(=O)C=1C=CC=C2C=CC=NC12 (2-[(4-cyanophenyl)-oxymethyl]-4-methyl-7-(quinoline-8-sulphonylamino)-quinoline), C(C)(=O)OCCBr (bromoethyl acetate).